Dataset: the Open Reaction Database (ORD), a public repository of structured organic reaction records. Task: describe an organic reaction: reactants, conditions, products, and yield The reactants are COC(C)(C)C, N#CCc1ccc2c(c1)OC(F)(F)O2, [K+], [OH-], O. The product is N#CC1(c2ccc3c(c2)OC(F)(F)O3)CC1. RXN SMILES: [C:17]([CH3:18])([O:19][CH3:20])([CH3:21])[CH3:22].[F:1][C:2]1([F:14])[O:3][c:4]2[c:5]([cH:7][cH:8][c:9]([CH2:11][C:12]#[N:13])[cH:10]2)[O:6]1.[K+:16].[OH-:15].[OH2:23]>>[F:1][C:2]1([F:14])[O:3][c:4]2[c:5]([cH:7][cH:8][c:9]([C:11]3([C:12]#[N:13])[CH2:17][CH2:18]3)[cH:10]2)[O:6]1. Reactants: OC(C)(C)[C@@]1(CC(CC1)NC(OC(C)(C)C)=O)C(=O)N1CCN(CC1)C1=NC=CC(=C1)C(F)(F)F (tert-Butyl [(3R)-3-(1-hydroxy-1-methylethyl)-3-(4-[4-(trifluoromethyl)pyridin-2-yl]piperazin-1-ylcarbonyl)cyclopentyl]carbamate), solution, Cl (hydrogen chloride). Run in CCOCC (ether), O1CCCC1 (tetrahydrofuran). Conditions: time 1 hour. Product: Cl.Cl.N[C@@H]1C[C@@](CC1)(C(=O)N1CCN(CC1)C1=NC=CC(=C1)C(F)(F)F)C(C)(C)O (2-[(1R,3S)-3-Amino-1-(4-[4-(trifluoromethyl)pyridin-2-yl]piperazin-1-ylcarbonyl)cyclopentyl]propan-2-ol dihydrochloride). Yield: 98.7%. As a reaction SMILES: [OH:1][C:2]([C@@:5]1([C:18]([N:20]2[CH2:25][CH2:24][N:23]([C:26]3[CH:31]=[C:30]([C:32]([F:35])([F:34])[F:33])[CH:29]=[CH:28][N:27]=3)[CH2:22][CH2:21]2)=[O:19])[CH2:9][CH2:8][CH:7]([NH:10]C(=O)OC(C)(C)C)[CH2:6]1)([CH3:4])[CH3:3].[ClH:36]>CCOCC.O1CCCC1>[ClH:36].[ClH:36].[NH2:10][C@H:7]1[CH2:8][CH2:9][C@@:5]([C:2]([OH:1])([CH3:3])[CH3:4])([C:18]([N:20]2[CH2:21][CH2:22][N:23]([C:26]3[CH:31]=[C:30]([C:32]([F:34])([F:35])[F:33])[CH:29]=[CH:28][N:27]=3)[CH2:24][CH2:25]2)=[O:19])[CH2:6]1 |f:4.5.6|. Reported procedure: tert-Butyl [(3R)-3-(1-hydroxy-1-methylethyl)-3-(4-[4-(trifluoromethyl)pyridin-2-yl]piperazin-1-ylcarbonyl)cyclopentyl]carbamate (75 mg, 0.15 mmol) was mixed with a 2.00 M solution of hydrogen chloride in ether (2 mL) and tetrahydrofuran (1 mL). After being stirred for 1 h at room temperature, the reaction solution was concentrated to provide the desired product (70 mg, 98.7%). LCMS calculated for C17H28F3N4O2: (M+H) 473.2; found 473.2. Reactants: CC(C)C(CS(=O)(=O)N1CCN(c2ccc(Br)cc2)CC1)C(=O)OC(C)(C)C, CC(C)C(CS(=O)(=O)Cl)C(=O)N1C(=O)OCC1Cc1ccccc1, Cl, Cl, Fc1ccc(-c2ccc(N3CCNCC3)nc2)cc1. Product: CC(C)C(CS(=O)(=O)N1CCN(c2ccc(-c3ccc(F)cc3)cn2)CC1)C(=O)N1C(=O)OCC1Cc1ccccc1. RXN SMILES: [C:1]([O:2][C:3](=[O:4])[CH:5]([CH2:6][S:7]([N:8]1[CH2:9][CH2:10][N:11]([c:12]2[cH:13][cH:14][c:15]([Br:16])[cH:17][cH:18]2)[CH2:19][CH2:20]1)(=[O:21])=[O:22])[CH:23]([CH3:24])[CH3:25])([CH3:26])([CH3:27])[CH3:28].[CH2:50]([c:51]1[cH:52][cH:53][cH:54][cH:55][cH:56]1)[CH:57]1[N:58]([C:63]([CH:64]([CH:65]([CH3:66])[CH3:67])[CH2:68][S:69](=[O:70])(=[O:71])[Cl:72])=[O:73])[C:59](=[O:62])[O:60][CH2:61]1.[ClH:29].[ClH:30].[F:31][c:32]1[cH:33][cH:34][c:35](-[c:38]2[cH:39][cH:40][c:41]([N:44]3[CH2:45][CH2:46][NH:47][CH2:48][CH2:49]3)[n:42][cH:43]2)[cH:36][cH:37]1>>[F:31][c:32]1[cH:33][cH:34][c:35](-[c:38]2[cH:39][cH:40][c:41]([N:44]3[CH2:45][CH2:46][N:47]([S:69]([CH2:68][CH:64]([C:63]([N:58]4[CH:57]([CH2:50][c:51]5[cH:52][cH:53][cH:54][cH:55][cH:56]5)[CH2:61][O:60][C:59]4=[O:62])=[O:73])[CH:65]([CH3:66])[CH3:67])(=[O:70])=[O:71])[CH2:48][CH2:49]3)[n:42][cH:43]2)[cH:36][cH:37]1. Starting materials: BrC=1C=C(C(=O)OCC)C=CC1OC(C(C)=O)C (ethyl 3-bromo-4-(1-methyl-2-oxopropoxy)-benzoate), S(O)(O)(=O)=O (sulfuric acid). Run at time 1 hour. The product is CC=1OC2=C(C1C)C=C(C=C2Br)C(=O)OCC (ethyl 2,3-dimethyl-7-bromo-5-benzofurancarboxylate). RXN SMILES: [Br:1][C:2]1[CH:3]=[C:4]([CH:10]=[CH:11][C:12]=1[O:13][CH:14]([CH3:18])[C:15](=O)[CH3:16])[C:5]([O:7][CH2:8][CH3:9])=[O:6].S(=O)(=O)(O)O>>[CH3:18][C:14]1[O:13][C:12]2[C:2]([Br:1])=[CH:3][C:4]([C:5]([O:7][CH2:8][CH3:9])=[O:6])=[CH:10][C:11]=2[C:15]=1[CH3:16]. Procedure: Analogously to Example (17b), using 315.2 g (1 mol) of ethyl 3-bromo-4-(1-methyl-2-oxopropoxy)-benzoate and 400 g of 94% sulfuric acid, first with ice-cooling, then at room temperature for one hour and thereafter at 50° for 8 hours, ethyl 2,3-dimethyl-7-bromo-5-benzofurancarboxylate of melting point 110°-111° is obtained by recrystallising the neutral portion from hot ethanol, and 2,3-dimethyl-7-bromo-5-benzofuranylcarboxylic acid of melting point 249°-251° is obtained by recrystallising the aci... Reactants: C(C)(C)N(CC)C(C)C (Diisopropylethylamine), CS(=O)(=O)OCC1=NC=C(C=C1)C1=CC=C(C=C1)[C@@H]1[C@H](N(C(O1)(C)C)C(C(Cl)Cl)=O)CF ((5-(4-((4S,5R)-3-(2,2-dichloroacetyl)-4-(fluoromethyl)-2,2-dimethyloxazolidin-5-yl)phenyl)pyridin-2-yl)methyl methanesulfonate), N1CCC1 (azetidine), Cl (HCl). The solvent is CN(C=O)C (dimethylformamide). Conditions: temperature 0 celsius, time 1 hour. The product is N1(CCC1)CC1=CC=C(C=N1)C1=CC=C(C=C1)[C@H]([C@@H](CF)NC(C(Cl)Cl)=O)O (N-((1R,2S)-1-(4-(6-(azetidin-1-ylmethyl)pyridin-3-yl)phenyl)-3-fluoro-1-hydroxypropan-2-yl)-2,2-dichloroacetamide). The yield is 21.3%. As a reaction SMILES: C([N:4]([CH:7]([CH3:9])C)[CH2:5]C)(C)C.CS(O[CH2:15][C:16]1[CH:21]=[CH:20][C:19]([C:22]2[CH:27]=[CH:26][C:25]([C@H:28]3[O:32]C(C)(C)[N:30]([C:35](=[O:39])[CH:36]([Cl:38])[Cl:37])[C@@H:29]3[CH2:40][F:41])=[CH:24][CH:23]=2)=[CH:18][N:17]=1)(=O)=O.N1CCC1.Cl>CN(C)C=O>[N:4]1([CH2:15][C:16]2[N:17]=[CH:18][C:19]([C:22]3[CH:23]=[CH:24][C:25]([C@@H:28]([OH:32])[C@H:29]([NH:30][C:35](=[O:39])[CH:36]([Cl:38])[Cl:37])[CH2:40][F:41])=[CH:26][CH:27]=3)=[CH:20][CH:21]=2)[CH2:5][CH2:9][CH2:7]1. Procedure details: Diisopropylethylamine (2964, 1.68 mmol) is added to the product of Example 20, Step 2 (50 mg, 0.11 mmol) and azetidine.HCl salt (146 mg, 1.12 mmol) in dimethylformamide (1 mL) and the mixture heated to 60° C. for 4 hours. The solvent is removed under reduced pressure and the residue dissolved in CH2Cl2 (2 mL). The mixture is cooled to 0° C. and trifluoroacetic acid (2 mL) added. After 1 hour, the solvent is removed under reduced pressure and the crude product purified using reverse phase HPLC to... Starting materials: 4.6, C(C1=CC=CC=C1)N1C[C@H](CC1)OC=1C=C2C=C(NC2=CC1)C(=O)N1CCOCC1 ([5-((S)-1-Benzyl-pyrrolidin-3-yloxy)-1H-indol-2-yl]-morpholin-4-yl-methanone). Reagents/catalysts: [Pd] (palladium on charcoal). Run in C(C)(=O)OCC.CO (ethyl acetate methanol). Reaction conditions: time 4 hour. The product is N1(CCOCC1)C(=O)C=1NC2=CC=C(C=C2C1)O[C@@H]1CNCC1 (Morpholin-4-yl-[5-((S)-pyrrolidin-3-yloxy)-1H-indol-2-yl]-methanone). Isolated yield 77.0%. RXN SMILES: C([N:8]1[CH2:12][CH2:11][C@H:10]([O:13][C:14]2[CH:15]=[C:16]3[C:20](=[CH:21][CH:22]=2)[NH:19][C:18]([C:23]([N:25]2[CH2:30][CH2:29][O:28][CH2:27][CH2:26]2)=[O:24])=[CH:17]3)[CH2:9]1)C1C=CC=CC=1>[Pd].C(OCC)(=O)C.CO>[N:25]1([C:23]([C:18]2[NH:19][C:20]3[C:16]([CH:17]=2)=[CH:15][C:14]([O:13][C@H:10]2[CH2:11][CH2:12][NH:8][CH2:9]2)=[CH:22][CH:21]=3)=[O:24])[CH2:26][CH2:27][O:28][CH2:29][CH2:30]1 |f:2.3|. Reported procedure: A mixture of 4.6 (0.016 mol) [5-((S)-1-Benzyl-pyrrolidin-3-yloxy)-1H-indol-2-yl]-morpholin-4-yl-methanone and 480 mg of 10% palladium on charcoal in 250 ml ethyl actetate/acetic acid 9/1 was hydrogenated at room temperature during 4 h. After filtration the filtrate was evaporated to dryness and the residue was taken up in 250 ml DCM and 150 ml 10% Na2CO3. The aqueous phase was extracted with 2×100 ml DCM and the combined organic phases were dried with Na2SO4 and evaporated to dryness to yield 2....